Dataset: the Open Reaction Database (ORD), a public repository of structured organic reaction records. Task: describe an organic reaction: reactants, conditions, products, and yield Starting materials: O=C1NC(=O)c2ccccc21, [K], COc1ccc2c3c1OC1C(OS(=O)(=O)c4ccc(C)cc4)CCC4C(C2)N(C)CCC341, CN(C)C=O, O. Product: COc1ccc2c3c1OC1C(N4C(=O)c5ccccc5C4=O)CCC4C(C2)N(C)CCC341. As a reaction SMILES: [C:33]1(=[O:43])[c:34]2[c:35]([cH:39][cH:40][cH:41][cH:42]2)[C:36](=[O:38])[NH:37]1.[K:44].[O:1]1[c:2]2[c:3]([O:31][CH3:32])[cH:4][cH:5][c:6]3[c:15]2[C:14]24[CH:9]([CH:8]([CH2:7]3)[N:18]([CH3:19])[CH2:17][CH2:16]2)[CH2:10][CH2:11][CH:12]([O:20][S:21]([c:22]2[cH:23][cH:24][c:25]([CH3:26])[cH:27][cH:28]2)(=[O:29])=[O:30])[CH:13]14.[O:46]=[CH:47][N:48]([CH3:49])[CH3:50].[OH2:45]>>[O:1]1[c:2]2[c:3]([O:31][CH3:32])[cH:4][cH:5][c:6]3[c:15]2[C:14]24[CH:9]([CH:8]([CH2:7]3)[N:18]([CH3:19])[CH2:17][CH2:16]2)[CH2:10][CH2:11][CH:12]([N:37]2[C:33](=[O:43])[c:34]3[c:35]([cH:39][cH:40][cH:41][cH:42]3)[C:36]2=[O:38])[CH:13]14. The product is NCC1=CC2=C(N=C(N2)C)C=C1 (5-(Aminomethyl)-2-methylbenzimidazole). Run in CO (MeOH). Procedure: The title compound was prepared from 5-(hydroxymethyl)-2-methylbenzimidazole: Rf (8:1:1 EtOAc:MeOH:NH4OH)=0.15. 1H NMR (300 MHz, CD3OD): δ7.45 (m, 2H), 7.20 (d, J=8.1 Hz, 1H), 3.90 (s, 2H), 2.56 (s, 3H). Reaction SMILES: O[CH2:2][C:3]1[CH:12]=[CH:11][C:6]2[N:7]=[C:8]([CH3:10])[NH:9][C:5]=2[CH:4]=1.CCOC(C)=O.[NH4+:19].[OH-]>CO>[NH2:19][CH2:2][C:3]1[CH:12]=[CH:11][C:6]2[N:7]=[C:8]([CH3:10])[NH:9][C:5]=2[CH:4]=1 |f:2.3|. Starting materials: OCC1=CC2=C(N=C(N2)C)C=C1 (5-(hydroxymethyl)-2-methylbenzimidazole), CCOC(=O)C (EtOAc), [NH4+].[OH-] (NH4OH). Starting materials: CC(=O)O[BH-](OC(C)=O)OC(C)=O, C=O, CCOC(=O)C(Cc1cccc(C#N)c1)NS(=O)(=O)c1ccc2c(c1)CNCC2, ClCCl, [Na+]. Product: CCOC(=O)C(Cc1cccc(C#N)c1)NS(=O)(=O)c1ccc2c(c1)CN(C)CC2. Reaction SMILES: [C:32]([O:33][BH-:34]([O:35][C:36](=[O:37])[CH3:38])[O:39][C:40](=[O:41])[CH3:42])(=[O:43])[CH3:44].[CH2:1]=[O:2].[CH2:3]([CH3:4])[O:5][C:6]([CH:7]([NH:8][S:9](=[O:10])(=[O:11])[c:12]1[cH:13][cH:14][c:15]2[c:20]([cH:21]1)[CH2:19][NH:18][CH2:17][CH2:16]2)[CH2:22][c:23]1[cH:24][c:25]([C:29]#[N:30])[cH:26][cH:27][cH:28]1)=[O:31].[Cl:46][CH2:47][Cl:48].[Na+:45]>>[CH2:3]([CH3:4])[O:5][C:6]([CH:7]([NH:8][S:9](=[O:10])(=[O:11])[c:12]1[cH:13][cH:14][c:15]2[c:20]([cH:21]1)[CH2:19][N:18]([CH3:32])[CH2:17][CH2:16]2)[CH2:22][c:23]1[cH:24][c:25]([C:29]#[N:30])[cH:26][cH:27][cH:28]1)=[O:31]. As a reaction SMILES: Br[C:2]1[CH:3]=[C:4]([C@@H:8]2[C@@H:12]([C:13]3[CH:18]=[CH:17][CH:16]=[CH:15][C:14]=3[F:19])[O:11][C:10](=[O:20])[NH:9]2)[CH:5]=[N:6][CH:7]=1.F[C:22]1[CH:27]=[CH:26][C:25](F)=[CH:24][C:23]=1[C@H:29]1[O:33]C(=O)N[C@@H:30]1[C:35]1[CH:36]=[N:37][CH:38]=[C:39](C#C)C=1.FC1C=CC=CC=1C=O.C(C1C=CC=CC=1)#C.C1(P(C2C=CC=CC=2)C2C=CC=CC=2)C=CC=CC=1>C(N(CC)CC)C.[Pd](Cl)Cl.C1(P(C2C=CC=CC=2)C2C=CC=CC=2)C=CC=CC=1.C1(P(C2C=CC=CC=2)C2C=CC=CC=2)C=CC=CC=1.[Cu]I>[C:12]([O-:11])(=[O:33])[CH3:13].[NH4+:6].[CH2:36]([NH:37][CH2:38][CH3:39])[CH3:35].[F:19][C:14]1[CH:15]=[CH:16][CH:17]=[CH:18][C:13]=1[C@H:12]1[O:11][C:10](=[O:20])[NH:9][C@@H:8]1[C:4]1[CH:5]=[N:6][CH:7]=[C:2]([C:30]#[C:29][C:23]2[CH:24]=[CH:25][CH:26]=[CH:27][CH:22]=2)[CH:3]=1 |f:6.7.8,10.11|. Run at time 5 minute. Reactants: C1(=CC=CC=C1)P(C1=CC=CC=C1)C1=CC=CC=C1 (triphenylphosphine), FC1=C(C=C(C=C1)F)[C@@H]1[C@H](NC(O1)=O)C=1C=NC=C(C1)C#C ((4R,5R)-5-(2,5-difluorophenyl)-4-(5-ethynylpyridin-3-yl)oxazolidin-2-one), FC1=C(C=O)C=CC=C1 (2-fluorobenzaldehyde), BrC=1C=C(C=NC1)[C@H]1NC(O[C@@H]1C1=C(C=CC=C1)F)=O ((4R,5R)-4-(5-bromopyridin-3-yl)-5-(2-fluorophenyl)oxazolidin-2-one), C(#C)C1=CC=CC=C1 (Ethynylbenzene). The product is C(C)(=O)[O-].[NH4+] (Ammonium Acetate), C(C)NCC (diethylamine), FC1=C(C=CC=C1)[C@@H]1[C@H](NC(O1)=O)C=1C=NC=C(C1)C#CC1=CC=CC=C1 ((4R,5R)-5-(2-fluorophenyl)-4-(5-(phenylethynyl)pyridin-3-yl)oxazolidin-2-one). Yield: 57.0%. The reagents and catalysts are [Pd](Cl)Cl.C1(=CC=CC=C1)P(C1=CC=CC=C1)C1=CC=CC=C1.C1(=CC=CC=C1)P(C1=CC=CC=C1)C1=CC=CC=C1 (bis(triphenylphosphine) palladium (II) chloride), [Cu]I (copper (I) iodide). Procedure: To a slurry of (4R,5R)-4-(5-bromopyridin-3-yl)-5-(2-fluorophenyl)oxazolidin-2-one (100 mg, 0.297 mmol; prepared in analogous fashion to the preparation of (4R,5R)-5-(2,5-difluorophenyl)-4-(5-ethynylpyridin-3-yl)oxazolidin-2-one starting from 2-fluorobenzaldehyde in place of 2,5-difluorobenzaldehyde) in triethylamine (Volume: 5 mL) was bubbled nitrogen for 20 min. Ethynylbenzene (0.049 mL, 0.445 mmol) was added and nitrogen bubbling was continued for 5 min before adding bis(triphenylphosphine) pa... Solvent: C(C)N(CC)CC (triethylamine). Starting materials: CCC(C)=O, CCN1CCCC1CN, COc1ccc(C(=O)Cl)c2c1OCCO2, O. Product: CCN1CCCC1CNC(=O)c1ccc(OC)c2c1OCCO2. Reaction SMILES: [CH2:10]([C:11]([CH3:12])=[O:13])[CH3:14].[CH2:1]([CH3:2])[N:3]1[CH:4]([CH2:8][NH2:9])[CH2:5][CH2:6][CH2:7]1.[CH3:15][O:16][c:17]1[cH:18][cH:19][c:20]([C:27](=[O:28])[Cl:29])[c:21]2[c:22]1[O:23][CH2:24][CH2:25][O:26]2.[OH2:30]>>[CH2:1]([CH3:2])[N:3]1[CH:4]([CH2:8][NH:9][C:27]([c:20]2[cH:19][cH:18][c:17]([O:16][CH3:15])[c:22]3[c:21]2[O:26][CH2:25][CH2:24][O:23]3)=[O:28])[CH2:5][CH2:6][CH2:7]1.